Dataset: the Open Reaction Database (ORD), a public repository of structured organic reaction records. Task: describe an organic reaction: reactants, conditions, products, and yield The reactants are O=C([O-])[O-], CO, [K+], [K+], CCn1c(=O)c(C#C[Si](C)(C)C)cc2c(C)nc(N)nc21. Yields the product C#Cc1cc2c(C)nc(N)nc2n(CC)c1=O. As a reaction SMILES: [C:1](=[O:2])([O-:3])[O-:4].[CH3:28][OH:29].[K+:5].[K+:6].[NH2:7][c:8]1[n:9][c:10]([CH3:27])[c:11]2[c:12]([n:13]1)[n:14]([CH2:25][CH3:26])[c:15](=[O:24])[c:16]([C:18]#[C:19][Si:20]([CH3:21])([CH3:22])[CH3:23])[cH:17]2>>[NH2:7][c:8]1[n:9][c:10]([CH3:27])[c:11]2[c:12]([n:13]1)[n:14]([CH2:25][CH3:26])[c:15](=[O:24])[c:16]([C:18]#[CH:19])[cH:17]2.